This data is from the Open Reaction Database (ORD), a public repository of structured organic reaction records. The task is: describe an organic reaction: reactants, conditions, products, and yield Reactants: CC(C)(C)OC(=O)CBr, C1CCOC1, C[Si](C)(C)[N-][Si](C)(C)C, [Cl-], Nc1c(Cl)cc(CCC(=O)N2C(=O)OCC2Cc2ccccc2)cc1C(F)(F)F, [NH4+], [Na+]. Product: CC(C)(C)OC(=O)CC(Cc1cc(Cl)c(N)c(C(F)(F)F)c1)C(=O)N1C(=O)OCC1Cc1ccccc1. Reaction SMILES: [Br:40][CH2:41][C:42](=[O:43])[O:44][C:45]([CH3:46])([CH3:47])[CH3:48].[CH2:51]1[O:52][CH2:53][CH2:54][CH2:55]1.[CH3:1][Si:2]([N-:3][Si:4]([CH3:5])([CH3:6])[CH3:7])([CH3:8])[CH3:9].[Cl-:49].[NH2:11][c:12]1[c:13]([Cl:39])[cH:14][c:15]([CH2:22][CH2:23][C:24](=[O:25])[N:26]2[C:27](=[O:38])[O:28][CH2:29][CH:30]2[CH2:31][c:32]2[cH:33][cH:34][cH:35][cH:36][cH:37]2)[cH:16][c:17]1[C:18]([F:19])([F:20])[F:21].[NH4+:50].[Na+:10]>>[NH2:11][c:12]1[c:13]([Cl:39])[cH:14][c:15]([CH2:22][CH:23]([C:24](=[O:25])[N:26]2[C:27](=[O:38])[O:28][CH2:29][CH:30]2[CH2:31][c:32]2[cH:33][cH:34][cH:35][cH:36][cH:37]2)[CH2:41][C:42](=[O:43])[O:44][C:45]([CH3:46])([CH3:47])[CH3:48])[cH:16][c:17]1[C:18]([F:19])([F:20])[F:21]. The reactants are CN, Cc1ccccc1, O=C(O)c1ccccc1I, O=S(Cl)Cl. The product is CNC(=O)c1ccccc1I. Reaction SMILES: [CH3:15][NH2:16].[CH3:17][c:18]1[cH:19][cH:20][cH:21][cH:22][cH:23]1.[I:5][c:6]1[c:7]([C:8](=[O:9])[OH:10])[cH:11][cH:12][cH:13][cH:14]1.[S:1]([Cl:2])([Cl:3])=[O:4]>>[I:5][c:6]1[c:7]([C:8](=[O:9])[NH:16][CH3:15])[cH:11][cH:12][cH:13][cH:14]1. Starting materials: [H][H] (hydrogen), FC(C1=CC2=C(NC(=N2)C2=CC=CC=3C(C4=CC=CC=C4C23)=NO)C=C1)(F)F (4-(5-trifluoromethyl-1H-benzimidazol-2-yl)-9H-fluoren-9-one oxime). Reagents/catalysts: [Ni] (nickel). Run in C(C)O (ethanol), O1CCCC1 (tetrahydrofuran). The product is FC(C1=CC2=C(NC(=N2)C2=CC=CC=3C(C4=CC=CC=C4C23)N)C=C1)(F)F (4-(5-trifluoromethyl-1H-benzimidazol-2-yl)-9H-fluorene-9(R,S)-amine). Isolated yield 81.6%. Reaction SMILES: [H][H].[F:3][C:4]([F:30])([F:29])[C:5]1[CH:28]=[CH:27][C:8]2[NH:9][C:10]([C:12]3[C:24]4[C:23]5[C:18](=[CH:19][CH:20]=[CH:21][CH:22]=5)[C:17](=[N:25]O)[C:16]=4[CH:15]=[CH:14][CH:13]=3)=[N:11][C:7]=2[CH:6]=1>C(O)C.O1CCCC1.[Ni]>[F:30][C:4]([F:3])([F:29])[C:5]1[CH:28]=[CH:27][C:8]2[NH:9][C:10]([C:12]3[C:24]4[C:23]5[C:18](=[CH:19][CH:20]=[CH:21][CH:22]=5)[CH:17]([NH2:25])[C:16]=4[CH:15]=[CH:14][CH:13]=3)=[N:11][C:7]=2[CH:6]=1. Reported procedure: The procedure used in Example 6 is followed. In a 528 ml autoclave, dissolve 2.2 g of 4-(5-trifluoromethyl-1H-benzimidazol-2-yl)-9H-fluoren-9-one oxime (Z,E), obtained in the previous stage, in a mixture of 80 ml of ethanol and 80 ml of tetrahydrofuran, add a spatula of Raney activated nickel and then subject to an initial hydrogen pressure of 1 bar and heat the autoclave at 600 for 4 hours. After cooling, the volume of hydrogen absorbed is 412 ml. After filtration of the catalyst over Celite, c... Run at time 45 minute. RXN SMILES: C([C@@H]1CC[C@@H](C)C[C@H]1[O:11][C:12]([C@H:14]1[CH2:18][N:17]([C@@H:19]([C:21]2[CH:26]=[CH:25][CH:24]=[CH:23][CH:22]=2)[CH3:20])[C:16](=[O:27])[N:15]1S(C1C=CC(C)=CC=1)(=O)=O)=O)(C)C.[H-].[Al+3].[Li+].[H-].[H-].[H-].S([O-])([O-])(=O)=O.[Na+].[Na+]>O1CCCC1>[OH:11][CH2:12][C@H:14]1[CH2:18][N:17]([C@@H:19]([C:21]2[CH:22]=[CH:23][CH:24]=[CH:25][CH:26]=2)[CH3:20])[C:16](=[O:27])[NH:15]1 |f:1.2.3.4.5.6,7.8.9|. The reactants are C(C)(C)[C@H]1[C@@H](C[C@@H](CC1)C)OC(=O)[C@@H]1N(C(N(C1)[C@H](C)C1=CC=CC=C1)=O)S(=O)(=O)C1=CC=C(C=C1)C ((R)-2-Oxo-1-((R)-1-phenyl-ethyl)-3-(toluene-4-sulfonyl)-imidazolidine-4-carboxylic acid (1R,2S,5R)-2-isopropyl-5-methyl-cyclohexyl ester), [H-].[Al+3].[Li+].[H-].[H-].[H-] (lithium aluminium hydride), saturated solution, S(=O)(=O)([O-])[O-].[Na+].[Na+] (sodium sulfate). Procedure: 2.26 g (R)-2-Oxo-1-((R)-1-phenyl-ethyl)-3-(toluene-4-sulfonyl)-imidazolidine-4-carboxylic acid (1R,2S,5R)-2-isopropyl-5-methyl-cyclohexyl ester (I.24) was placed in 20 mL tetrahydrofuran at 0° C. under nitrogen, then 1.12 mL lithium aluminium hydride (2.3M in tetrahydrofuran) was added. The reaction was stirred for 1 h 45 min and then a 10 mL of a saturated solution of sodium sulfate was added. The mixture was extracted with ethyl acetate (×2), dried over sodium sulfate, filtered and the solvent... Yields the product OC[C@@H]1NC(N(C1)[C@H](C)C1=CC=CC=C1)=O ((R)-4-Hydroxymethyl-1-((R)-1-phenyl-ethyl)-imidazolidine-2-one). Run in O1CCCC1 (tetrahydrofuran). Reactants: FC(C1=CC=C(NC=2SC3=C(C(N2)=O)C=CC=N3)C=C1)(F)F (2-(4-trifluoromethylanilino)-4H-pyrido[3,2-e]-1,3-thiazin-4-one), [H-].[Li+] (lithium hydride), CI (methyl iodide). RXN SMILES: [F:1][C:2]([F:22])([F:21])[C:3]1[CH:20]=[CH:19][C:6]([NH:7][C:8]2[S:9][C:10]3[N:18]=[CH:17][CH:16]=[CH:15][C:11]=3[C:12](=[O:14])[N:13]=2)=[CH:5][CH:4]=1.[H-].[Li+].[CH3:25]I>>[CH3:25][N:13]1[C:12](=[O:14])[C:11]2[CH:15]=[CH:16][CH:17]=[N:18][C:10]=2[S:9][C:8]1=[N:7][C:6]1[CH:19]=[CH:20][C:3]([C:2]([F:1])([F:21])[F:22])=[CH:4][CH:5]=1 |f:1.2|. Yields the product CN1C(SC2=C(C1=O)C=CC=N2)=NC2=CC=C(C=C2)C(F)(F)F (3-methyl-2-[(4-trifluoromethylphenyl)imino]-2,3-dihydro-4H-pyrido[3,2-e]-1,3-thiazin-4-one). Procedure: The reaction procedure of Example 11 was followed except that 646 mg of 2-(4-trifluoromethylanilino)-4H-pyrido[3,2-e]-1,3-thiazin-4-one, 18 mg of lithium hydride and 0.13 ml of methyl iodide were used. As a result, 565 mg of 3-methyl-2-[(4-trifluoromethylphenyl)imino]-2,3-dihydro-4H-pyrido[3,2-e]-1,3-thiazin-4-one was obtained as a low polarity substance, and 25 mg of 2-[N-methyl-N-(4-trifluoromethylphenyl)amino]-4H-pyrido[3,2-e]-1,3-thiazin-4-one was obtained as a high polarity substance. Reactants: C(C)O (ethanol), C([O-])([O-])=O.[K+].[K+] (potassium carbonate), BrC=1C=CC2=C(C=C(CCN2CC2=C(C=CC=C2)OC)C(=O)OC)C1 (methyl 7-bromo-1-(2-methoxybenzyl)-2,3-dihydro-1-benzazepine-4-carboxylate), B(OC1=CC=C(C=C1)OCCC)([O-])[O-] (4-propoxyphenyl borate). Reagents/catalysts: C=1C=CC(=CC1)[P](C=2C=CC=CC2)(C=3C=CC=CC3)[Pd]([P](C=4C=CC=CC4)(C=5C=CC=CC5)C=6C=CC=CC6)([P](C=7C=CC=CC7)(C=8C=CC=CC8)C=9C=CC=CC9)[P](C=1C=CC=CC1)(C=1C=CC=CC1)C=1C=CC=CC1 (tetrakistriphenylphosphinepalladium). The solvent is C1(=CC=CC=C1)C (toluene), O (water), O (water). Reaction conditions: temperature 100 celsius, time 30 minute. The product is C(CC)OC1=CC=C(C=C1)C=1C=CC2=C(C=C(CCN2CC2=C(C=CC=C2)OC)C(=O)OC)C1 (methyl 7-(4-propoxyphenyl)-1-(2-methoxybenzyl)-2,3-dihydro-1-benzazepine-4-carboxylate). The yield is 81.9%. As a reaction SMILES: C(O)C.Br[C:5]1[CH:6]=[CH:7][C:8]2[N:14]([CH2:15][C:16]3[CH:21]=[CH:20][CH:19]=[CH:18][C:17]=3[O:22][CH3:23])[CH2:13][CH2:12][C:11]([C:24]([O:26][CH3:27])=[O:25])=[CH:10][C:9]=2[CH:28]=1.B([O-])([O-])O[C:31]1[CH:36]=[CH:35][C:34]([O:37][CH2:38][CH2:39][CH3:40])=[CH:33][CH:32]=1.C(=O)([O-])[O-].[K+].[K+]>C1(C)C=CC=CC=1.C1C=CC([P]([Pd]([P](C2C=CC=CC=2)(C2C=CC=CC=2)C2C=CC=CC=2)([P](C2C=CC=CC=2)(C2C=CC=CC=2)C2C=CC=CC=2)[P](C2C=CC=CC=2)(C2C=CC=CC=2)C2C=CC=CC=2)(C2C=CC=CC=2)C2C=CC=CC=2)=CC=1.O>[CH2:38]([O:37][C:34]1[CH:35]=[CH:36][C:31]([C:5]2[CH:6]=[CH:7][C:8]3[N:14]([CH2:15][C:16]4[CH:21]=[CH:20][CH:19]=[CH:18][C:17]=4[O:22][CH3:23])[CH2:13][CH2:12][C:11]([C:24]([O:26][CH3:27])=[O:25])=[CH:10][C:9]=3[CH:28]=2)=[CH:32][CH:33]=1)[CH2:39][CH3:40] |f:3.4.5,^1:59,61,80,99|. Procedure: In toluene (25 ml), ethanol (2.5 ml) and water (2.5 ml) were suspended methyl 7-bromo-1-(2-methoxybenzyl)-2,3-dihydro-1-benzazepine-4-carboxylate (712 mg), 4-propoxyphenyl borate (416 mg) and potassium carbonate (636 mg), and the suspension was stirred under argon atmosphere for 30 minutes. Then, to the suspension was added tetrakistriphenylphosphinepalladium (143 mg) and the mixture was heated under argon atmosphere at 100° C. for 5 hours. After allowing to cool, water was added thereto, and th... Reported procedure: To a partial solution of 5.10 g. (0.038 M) of 3',4'-dihydrospiro[cyclohexane-1,1'(2'H)-naphthalen]-4-one(r) (prepared as in Example 16A) in 105 ml. of 95% ethanol, 2.59 g. of sodium borohydride is added and the mixture stirred at room temperature for about 4 hours. Most of the solvent is removed under vacuum and water added to the residue. The material that precipitates is extracted with ether and the combined extracts washed with water and brine and evaporated to dryness. The residue is recryst... Reaction SMILES: CO[C:3]1[CH2:4][C:5]2([CH2:17][CH2:16][C:15](=[O:18])[CH2:14][CH2:13]2)[C:6]2[C:11]([CH:12]=1)=[CH:10][CH:9]=[CH:8][CH:7]=2.[BH4-].[Na+]>C(O)C>[C:5]12([CH2:13][CH2:14][CH:15]([OH:18])[CH2:16][CH2:17]1)[C:6]1[C:11](=[CH:10][CH:9]=[CH:8][CH:7]=1)[CH2:12][CH2:3][CH2:4]2 |f:1.2|. The product is C12(CCCC3=CC=CC=C13)CCC(CC2)O (3',4'-dihydrospiro[cyclohexane-1,1'(2'H)-naphthalen]-4-ol). The solvent is C(C)O (ethanol). Run at time 4 hour. The reactants are COC=1CC2(C3=CC=CC=C3C1)CCC(CC2)=O (3'-methoxyspiro[cyclohexane-1,1'(2'H)-naphthalen]-4-one), [BH4-].[Na+] (sodium borohydride).